This data is from the Open Reaction Database (ORD), a public repository of structured organic reaction records. The task is: describe an organic reaction: reactants, conditions, products, and yield Starting materials: COc1cccc(O)c1, CCOC(=O)CC1CCc2cc(OCCCN(C)c3nc(Cl)ncc3C)ccc21, [K+], [K+], O=C([O-])[O-], CN(C)C=O. Product: CCOC(=O)CC1CCc2cc(OCCCN(C)c3nc(Oc4cccc(OC)c4)ncc3C)ccc21. Reaction SMILES: [CH3:7][O:8][c:9]1[cH:10][cH:11][cH:12][c:13]([OH:14])[cH:15]1.[Cl:16][c:17]1[n:18][cH:19][c:20]([CH3:44])[c:21]([N:23]([CH2:24][CH2:25][CH2:26][O:27][c:28]2[cH:29][c:30]3[c:34]([cH:35][cH:36]2)[CH:33]([CH2:37][C:38](=[O:39])[O:40][CH2:41][CH3:42])[CH2:32][CH2:31]3)[CH3:43])[n:22]1.[K+:1].[K+:2].[O-:3][C:4]([O-:5])=[O:6].[O:45]=[CH:46][N:47]([CH3:48])[CH3:49]>>[CH3:7][O:8][c:9]1[cH:10][cH:11][cH:12][c:13]([O:14][c:17]2[n:18][cH:19][c:20]([CH3:44])[c:21]([N:23]([CH2:24][CH2:25][CH2:26][O:27][c:28]3[cH:29][c:30]4[c:34]([cH:35][cH:36]3)[CH:33]([CH2:37][C:38](=[O:39])[O:40][CH2:41][CH3:42])[CH2:32][CH2:31]4)[CH3:43])[n:22]2)[cH:15]1. Starting materials: [H][H] (hydrogen), C(=O)OCC (ethyl formate), C(CC)(=O)OCC (ethyl propionate), [H-].[Na+] (sodium hydride). Solvent: C1CCOC1 (THF), O (water). Reaction conditions: time 2 hour. The product is C(=O)C(C(=O)OCC)C (ethyl 2-formylpropionate). RXN SMILES: [CH:1]([O:3][CH2:4][CH3:5])=[O:2].[C:6](OCC)(=[O:9])[CH2:7][CH3:8].[H-].[Na+].[H][H]>C1COCC1.O>[CH:6]([CH:7]([CH3:8])[C:1]([O:3][CH2:4][CH3:5])=[O:2])=[O:9] |f:2.3|. Reported procedure: A mixture of ethyl formate (55.2 g) and ethyl propionate (51.0 g) was added dropwise with stirring to a suspension of sodium hydride (20.9 g, 60% dispersion in mineral oil) in dry THF (260 ml) under nitrogen. On completion of the addition, the temperature of the reaction mixture rose gradually from ambient temperature to 45° C. accompanied by rapid evolution of hydrogen. The reaction mixture was stirred for 2 hours then cooled and water (400 ml) was added cautiously. The basic solution was washe... Starting materials: ClC=1N(C=C(N1)[N+](=O)[O-])C[C@@]1(OC1)C ((S)-2-chloro-1-(2-methyloxiran-2-ylmethyl)-4-nitroimidazole), N1(CCNCC1)C(=O)OC(C)(C)C (tert-butyl piperazine-1-carboxylate), CN(C)C=O (DMF). The solvent is O (water). Reaction conditions: temperature 57.5 celsius, time 9 hour. Product: ClC=1N(C=C(N1)[N+](=O)[O-])C[C@](CN1CCN(CC1)C(=O)OC(C)(C)C)(C)O (tert-butyl (R)-4-[3-(2-chloro-4-nitroimidazol-1-yl)-2-hydroxy-2-methylpropyl]piperazine-1-carboxylate). The yield is 81.1%. Reaction SMILES: [Cl:1][C:2]1[N:3]([CH2:10][C@@:11]2([CH3:14])[CH2:13][O:12]2)[CH:4]=[C:5]([N+:7]([O-:9])=[O:8])[N:6]=1.[N:15]1([C:21]([O:23][C:24]([CH3:27])([CH3:26])[CH3:25])=[O:22])[CH2:20][CH2:19][NH:18][CH2:17][CH2:16]1.CN(C=O)C>O>[Cl:1][C:2]1[N:3]([CH2:10][C@@:11]([OH:12])([CH3:14])[CH2:13][N:18]2[CH2:17][CH2:16][N:15]([C:21]([O:23][C:24]([CH3:27])([CH3:26])[CH3:25])=[O:22])[CH2:20][CH2:19]2)[CH:4]=[C:5]([N+:7]([O-:9])=[O:8])[N:6]=1. Reported procedure: A mixture of (S)-2-chloro-1-(2-methyloxiran-2-ylmethyl)-4-nitroimidazole prepared in Example 18 (440 mg, 2.02 mmol), tert-butyl piperazine-1-carboxylate (414 mg, 2.22 mmol) and DMF (4 ml) was stirred at 55-60° C. for 9 hours. The reaction mixture was allowed to return to room temperature, then diluted with water (24 ml), and the solution was extracted with ethyl acetate (10 ml) twice. The organic phases were combined, washed with water (20 ml) three times and a saturated saline solution (10 ml),... The reactants are [OH-].[K+] (KOH), C1(=CC=C2C=CC3=CC=CC4=CC=C1C2=C34)C(=O)C3=CC=C(C(=O)OC)C=C3 (4-[(1-Pyrenyl)carbonyl]benzoic acid, methyl ester), Cl (HCl). The solvent is CO (MeOH), C1=CC=CC=C1 (benzene). Product: C1(=CC=C2C=CC3=CC=CC4=CC=C1C2=C34)C(=O)C3=CC=C(C(=O)OOC(C)(C)C)C=C3 (4-[(1-Pyrenyl)carbonyl]-Peroxybenzoic Acid, tert-Butyl Ester). Yield: 142.9%. Reaction SMILES: [C:1]1([C:17]([C:19]2[CH:28]=[CH:27][C:22]([C:23]([O:25]C)=[O:24])=[CH:21][CH:20]=2)=[O:18])[C:14]2[C:15]3=[C:16]4[C:11](=[CH:12][CH:13]=2)[CH:10]=[CH:9][CH:8]=[C:7]4[CH:6]=[CH:5][C:4]3=[CH:3][CH:2]=1.[OH-:29].[K+].Cl>C1C=CC=CC=1.CO>[C:1]1([C:17]([C:19]2[CH:20]=[CH:21][C:22]([C:23]([O:25][O:29][C:1]([CH3:17])([CH3:14])[CH3:2])=[O:24])=[CH:27][CH:28]=2)=[O:18])[C:14]2[C:15]3=[C:16]4[C:11](=[CH:12][CH:13]=2)[CH:10]=[CH:9][CH:8]=[C:7]4[CH:6]=[CH:5][C:4]3=[CH:3][CH:2]=1 |f:1.2|. Procedure details: 4-[(1-Pyrenyl)carbonyl]benzoic acid, methyl ester (2.55 g; 7 mmol) was dissolved in 25 ml of benzene. A solution of 354 mg (6.4 mmol) of KOH in 5 ml MeOH was added, and the mixture boiled. Precipitation of the potassium salt occurred. The mixture was extracted with water to give a yellow water layer which was acidified with dilute HCl to give a light yellow precipitate. Filtration gave 1.73 g (5 mmol) of the 4-[(pyrenyl)carbonyl]benzoic acid. The reactants are IC=1C=C(N)C=CC1C (3-iodo-4-methylaniline), FC(C=1C=C(C=CC1)N=C=O)(F)F (3-(trifluoromethyl)-phenylisocyanate). Reaction conditions: time 4 hour. The product is IC=1C=C(C=CC1C)NC(=O)NC1=CC(=CC=C1)C(F)(F)F (1-(3-Iodo-4-methylphenyl)-3-(3-(trifluoromethyl)phenyl)urea). As a reaction SMILES: [I:1][C:2]1[CH:3]=[C:4]([CH:6]=[CH:7][C:8]=1[CH3:9])[NH2:5].[F:10][C:11]([F:22])([F:21])[C:12]1[CH:13]=[C:14]([N:18]=[C:19]=[O:20])[CH:15]=[CH:16][CH:17]=1>>[I:1][C:2]1[CH:3]=[C:4]([NH:5][C:19]([NH:18][C:14]2[CH:15]=[CH:16][CH:17]=[C:12]([C:11]([F:10])([F:21])[F:22])[CH:13]=2)=[O:20])[CH:6]=[CH:7][C:8]=1[CH3:9]. Reported procedure: A mixture of 3-iodo-4-methylaniline (1.17 g, 5 mmol) and 3-(trifluoromethyl)-phenylisocyanate (1.03 g, 5.5 mmol) was stirred at rt for 4 h. Filtration (ethyl acetate wash) yielded the desired product. Starting materials: FC1=C(C=C(C(=O)O)C=C1)[N+](=O)[O-] (4-fluoro-3-nitrobenzoic acid), C(C)O (ethanol), S(O)(O)(=O)=O (sulfuric acid). Product: FC1=C(C=C(C(=O)OCC)C=C1)[N+](=O)[O-] (ethyl 4-fluoro-3-nitrobenzoate). Procedure details: 4-fluoro-3-nitrobenzoic acid (1 equivalent) was dissolved in ethanol (5.3 equivalents), and concentrated sulfuric acid (0.25 equivalent) was added thereto, and the resulting mixture was heated under reflux for 5 hours. After cooling the reaction mixture, the reaction mixture was concentrated under reduced pressure until the volume was reduced to about half the initial value. The resulting mixture was then neutralized by adding sodium carbonate and was subjected to extraction with ether three tim... RXN SMILES: [F:1][C:2]1[CH:10]=[CH:9][C:5]([C:6]([OH:8])=[O:7])=[CH:4][C:3]=1[N+:11]([O-:13])=[O:12].[CH2:14](O)[CH3:15].S(=O)(=O)(O)O>>[F:1][C:2]1[CH:10]=[CH:9][C:5]([C:6]([O:8][CH2:14][CH3:15])=[O:7])=[CH:4][C:3]=1[N+:11]([O-:13])=[O:12].